From a dataset of the Open Reaction Database (ORD), a public repository of structured organic reaction records. describe an organic reaction: reactants, conditions, products, and yield Reactants: CCC(C(=O)O)N(C(=O)c1cn(-c2cccc(C(F)(F)F)c2)nc1C)c1ccc(OCC(C)(C)C)c(C#N)c1, CCO, [Na+], [OH-]. Yields the product Cc1nn(-c2cccc(C(F)(F)F)c2)cc1C(=O)N(CC(=O)O)c1ccc(OCC(C)(C)C)c(C#N)c1. As a reaction SMILES: [CH2:1]([CH3:2])[CH:3]([N:4]([C:5](=[O:6])[c:7]1[c:8]([CH3:22])[n:9][n:10](-[c:12]2[cH:13][c:14]([C:18]([F:19])([F:20])[F:21])[cH:15][cH:16][cH:17]2)[cH:11]1)[c:23]1[cH:24][c:25]([C:35]#[N:36])[c:26]([O:29][CH2:30][C:31]([CH3:32])([CH3:33])[CH3:34])[cH:27][cH:28]1)[C:37](=[O:38])[OH:39].[CH3:42][CH2:43][OH:44].[Na+:41].[OH-:40]>>[CH2:3]([N:4]([C:5](=[O:6])[c:7]1[c:8]([CH3:22])[n:9][n:10](-[c:12]2[cH:13][c:14]([C:18]([F:19])([F:20])[F:21])[cH:15][cH:16][cH:17]2)[cH:11]1)[c:23]1[cH:24][c:25]([C:35]#[N:36])[c:26]([O:29][CH2:30][C:31]([CH3:32])([CH3:33])[CH3:34])[cH:27][cH:28]1)[C:37](=[O:38])[OH:39].